The task is: describe an organic reaction: reactants, conditions, products, and yield. This data is from the Open Reaction Database (ORD), a public repository of structured organic reaction records. The reactants are FC1=CC=C(C=C1)/C(/C=O)=C\C1=C(C=CC=C1)Cl (E-2-(4-fluorophenyl)-3-(2-chlorophenyl)-propenal), [BH4-].[Na+] (sodium borohydride), O (water). Run in C(C)(C)O (isopropanol), [OH-].[Na+] (sodium hydroxide). Conditions: time 2 hour. The product is FC1=CC=C(C=C1)/C(/CO)=C\C1=C(C=CC=C1)Cl (E-2-(4-fluorophenyl)-3-(2-chlorophenyl)-prop-2-enol). The yield is 99.7%. Reaction SMILES: [BH4-].[Na+].[F:3][C:4]1[CH:9]=[CH:8][C:7](/[C:10](=[CH:13]\[C:14]2[CH:19]=[CH:18][CH:17]=[CH:16][C:15]=2[Cl:20])/[CH:11]=[O:12])=[CH:6][CH:5]=1.O>[OH-].[Na+].C(O)(C)C>[F:3][C:4]1[CH:5]=[CH:6][C:7](/[C:10](=[CH:13]\[C:14]2[CH:19]=[CH:18][CH:17]=[CH:16][C:15]=2[Cl:20])/[CH2:11][OH:12])=[CH:8][CH:9]=1 |f:0.1,4.5|. Procedure: 7.3 g of sodium borohydride, which has been dissolved in a little 10% strength sodium hydroxide solution are added to a solution of 150 g of E-2-(4-fluorophenyl)-3-(2-chlorophenyl)-propenal (prepared as described in Example A) in 600 ml of isopropanol at 0° C. After the reaction mixture has been stirred for two hours at room temperature, 300 ml of water are added to the solution and the resulting emulsion is extracted by shaking with methylene chloride. The organic phase isolated is then dried o... Reactants: aqueous solution, C=O (formaldehyde), S(O)(O)(=O)=O (sulfuric acid), C1(=CC(=CC=C1)C)C (m-xylene). Reaction conditions: time 7 hour. The product is C=1(C(=CC=CC1)C)C.C=O (xylene formaldehyde). As a reaction SMILES: [CH2:1]=[O:2].S(=O)(=O)(O)O.[C:8]1(C)[CH:13]=[CH:12][CH:11]=[C:10]([CH3:14])[CH:9]=1>>[C:10]1([CH3:14])[C:11]([CH3:1])=[CH:12][CH:13]=[CH:8][CH:9]=1.[CH2:1]=[O:2] |f:3.4|. Reported procedure: A reactor was charged with 106 g of m-xylene, 129 g of a 37% aqueous solution of formaldehyde (formalin) and 98% by weight sulfuric acid, and the reaction was started at 95° C. with stirring. The reaction was performed for 7 hours, and the temperature finally rose to 104° C. After the end of the reaction, the aqueous phase at the bottom (sulfuric acid phase) was separated, and the resulting oil phase was steam-distilled at 100° C. at atmospheric pressure. 107 g of a xylene/formaldehyde resin was...